From a dataset of the Open Reaction Database (ORD), a public repository of structured organic reaction records. describe an organic reaction: reactants, conditions, products, and yield Starting materials: C(C)OC(C(F)Br)=O (bromo-fluoro-acetic acid ethyl ester), C([O-])([O-])=O.[K+].[K+] (Potassium carbonate), C(C)OC(C(F)Br)=O (bromo-fluoro-acetic acid ethyl ester), C(C1=CC=CC=C1)OC(N(C)C1=C(C=CC(=C1)C[C@@H](C(NCCCCC1=CC=CC=C1)=O)NS(=O)(=O)C1=CC=CC=C1)O)=O ({5-[(2S)-2-benzenesulfonylamino-2-(4-phenyl-butylcarbamoyl)-ethyl]-2-hydroxy-phenyl}-methyl-carbamic acid benzyl ester). Run in CN(C)C=O (DMF). Reaction conditions: time 8 hour. Yields the product C(C)OC(C(F)OC1=C(C=C(C=C1)C[C@@H](C(NCCCCC1=CC=CC=C1)=O)NS(=O)(=O)C1=CC=CC=C1)N(C)C(=O)OCC1=CC=CC=C1)=O ([4-[(2S)-2-benzenesulfonylamino-2-(4-phenyl-butylcarbamoyl)-ethyl]-2-(benzyloxycarbonyl-methyl-amino)-phenoxy]-fluoro-acetic acid ethyl ester). As a reaction SMILES: [CH2:1]([O:8][C:9](=[O:44])[N:10]([C:12]1[CH:17]=[C:16]([CH2:18][C@H:19]([NH:33][S:34]([C:37]2[CH:42]=[CH:41][CH:40]=[CH:39][CH:38]=2)(=[O:36])=[O:35])[C:20](=[O:32])[NH:21][CH2:22][CH2:23][CH2:24][CH2:25][C:26]2[CH:31]=[CH:30][CH:29]=[CH:28][CH:27]=2)[CH:15]=[CH:14][C:13]=1[OH:43])[CH3:11])[C:2]1[CH:7]=[CH:6][CH:5]=[CH:4][CH:3]=1.C(=O)([O-])[O-].[K+].[K+].[CH2:51]([O:53][C:54](=[O:58])[CH:55](Br)[F:56])[CH3:52]>CN(C=O)C>[CH2:51]([O:53][C:54](=[O:58])[CH:55]([O:43][C:13]1[CH:14]=[CH:15][C:16]([CH2:18][C@H:19]([NH:33][S:34]([C:37]2[CH:38]=[CH:39][CH:40]=[CH:41][CH:42]=2)(=[O:36])=[O:35])[C:20](=[O:32])[NH:21][CH2:22][CH2:23][CH2:24][CH2:25][C:26]2[CH:27]=[CH:28][CH:29]=[CH:30][CH:31]=2)=[CH:17][C:12]=1[N:10]([C:9]([O:8][CH2:1][C:2]1[CH:7]=[CH:6][CH:5]=[CH:4][CH:3]=1)=[O:44])[CH3:11])[F:56])[CH3:52] |f:1.2.3|. Reported procedure: {5-[(2S)-2-Benzenesulfonylamino-2-(4-phenyl-butylcarbamoyl)-ethyl]-2-hydroxy-phenyl}-methyl-carbamic acid benzyl ester of Step B (100 mg, 0.16 mmol) is dissolved in DMF (2 mL). Potassium carbonate (23 mg, 0.16 mmol) and bromo-fluoro-acetic acid ethyl ester (20 μl, 0.16 mmol) are added. The mixture is stirred at RT overnight. 40 μl (0.32 mmol) more of bromo-fluoro-acetic acid ethyl ester is added and stirred overnight. The mixture is purified through a silica plug to provide [4-[(2S)-2-benzenesul... The reactants are [Br-], C[Si](C)(C)CCOCCl, CCCC[N+](CCCC)(CCCC)CCCC, CC(C)OC(C)C, ClCCl, O=[N+]([O-])c1ccc2[nH]nc(I)c2c1, [K+], [OH-], O. The product is C[Si](C)(C)CCOCn1nc(I)c2cc([N+](=O)[O-])ccc21. Reaction SMILES: [Br-:25].[CH3:16][Si:17]([CH2:18][CH2:19][O:20][CH2:21][Cl:22])([CH3:23])[CH3:24].[CH3:26][CH2:27][CH2:28][CH2:29][N+:30]([CH2:31][CH2:32][CH2:33][CH3:34])([CH2:35][CH2:36][CH2:37][CH3:38])[CH2:39][CH2:40][CH2:41][CH3:42].[CH:43]([O:44][CH:45]([CH3:46])[CH3:47])([CH3:48])[CH3:49].[Cl:51][CH2:52][Cl:53].[I:3][c:4]1[n:5][nH:6][c:7]2[cH:8][cH:9][c:10]([N+:13](=[O:14])[O-:15])[cH:11][c:12]12.[K+:2].[OH-:1].[OH2:50]>>[I:3][c:4]1[n:5][n:6]([CH2:21][O:20][CH2:19][CH2:18][Si:17]([CH3:16])([CH3:23])[CH3:24])[c:7]2[cH:8][cH:9][c:10]([N+:13](=[O:14])[O-:15])[cH:11][c:12]12. The reactants are ClC1=C(C(=O)Cl)C=CC(=C1)Cl (2,4-dichlorobenzoyl chloride), ClC1=CC=C(C(=O)NC=2C=NC(=CC2)O)C=C1 (4-Chloro-N-(6-hydroxy-pyridin-3-yl)-benzamide). Product: OC1=CC=C(C=N1)NC(C1=CC=C(C=C1)OC)=O (N-(6-Hydroxy-pyridin-3-yl)-4-methoxy-benzamide). Reaction SMILES: ClC1C=C(Cl)C=CC=1[C:4](Cl)=[O:5].Cl[C:13]1[CH:28]=[CH:27][C:16]([C:17]([NH:19][C:20]2[CH:21]=[N:22][C:23]([OH:26])=[CH:24][CH:25]=2)=[O:18])=[CH:15][CH:14]=1>>[OH:26][C:23]1[N:22]=[CH:21][C:20]([NH:19][C:17](=[O:18])[C:16]2[CH:27]=[CH:28][C:13]([O:5][CH3:4])=[CH:14][CH:15]=2)=[CH:25][CH:24]=1. Reported procedure: Starting from 2,4-dichlorobenzoyl chloride (2.10 g, 10.0 mmol) and using the procedure as described for the preparation of 4-Chloro-N-(6-hydroxy-pyridin-3-yl)-benzamide yielded the title compound, which was used without further purification. Starting materials: C(C)(C)OC(=O)N[C@@H](C(C)C)C(=O)O (N-isopropoxycarbonyl-L-valine), C1(=CC=C(C=C1)S(=O)(=O)O)C.FC1=CC2=C(N=C(S2)[C@H](C)N)C=C1 ((S)-1-(6-fluoro-2-benzothiazolyl)ethylamine p-toluenesulfonate), CN1CCOCC1 (N-methylmorpholine), C(OCC(C)C)(=O)Cl (isobutyl chlorocarbonate). The solvent is C1(=CC=CC=C1)C (toluene), C1(=CC=CC=C1)C (toluene). The product is FC1=CC2=C(N=C(S2)[C@H](C)NC(=O)[C@H](C(C)C)NC(OC(C)C)=O)C=C1 (isopropyl {(S)-1-[(S)-1-(6-fluorobenzothiazol-2-yl)ethylcarbamoyl]-2-methylpropyl}carbamate). The yield is 80.8%. As a reaction SMILES: [CH:1]([O:4][C:5]([NH:7][C@H:8]([C:12]([OH:14])=O)[CH:9]([CH3:11])[CH3:10])=[O:6])([CH3:3])[CH3:2].CN1CCOCC1.C(Cl)(=O)OCC(C)C.C1(C)C=CC(S(O)(=O)=O)=CC=1.[F:41][C:42]1[CH:53]=[CH:52][C:45]2[N:46]=[C:47]([C@@H:49]([NH2:51])[CH3:50])[S:48][C:44]=2[CH:43]=1>C1(C)C=CC=CC=1>[F:41][C:42]1[CH:53]=[CH:52][C:45]2[N:46]=[C:47]([C@@H:49]([NH:51][C:12]([C@@H:8]([NH:7][C:5](=[O:6])[O:4][CH:1]([CH3:2])[CH3:3])[CH:9]([CH3:10])[CH3:11])=[O:14])[CH3:50])[S:48][C:44]=2[CH:43]=1 |f:3.4|. Reported procedure: In 250 ml of toluene, 13.4 g (0.066 mol) of N-isopropoxycarbonyl-L-valine was dissolved. Thereto was added 14.3 g (0.144 mol) of N-methylmorpholine. Then was dropwise added at −10° C., 8.6 g (0.063 mol) of isobutyl chlorocarbonate. Thereto was added 22 g (0.06 mol) of (S)-1-(6-fluoro-2-benzothiazolyl)ethylamine p-toluenesulfonate. A reaction and a post-treatment were conducted in the same manner as in Reference Example 1, and the suspension of a solid in toluene was filtered at 70° C. to collect... The reactants are COC(CCC1=C(N(C(=C1C)C(NC1CCN(CC1)C(C)C)=O)CC1=NOC(=C1)C=1SC(=CC1)Cl)C)=O (3-[1-[5-(5-chloro-thiophen-2-yl)-isoxazol-3-ylmethyl]-5-(1-isopropyl-piperidin-4-ylcarbamoyl)-2,4-dimethyl-1H-pyrrol-3-yl]-propionic acid methyl ester), Cl (HCl). Solvent: CO (MeOH). Conditions: temperature 60 celsius, time 5 hour. Product: ClC1=CC=C(S1)C1=CC(=NO1)CN1C(=C(C(=C1C(NC1CCN(CC1)C(C)C)=O)C)CCC(=O)O)C (3-[1-[5-(5-chloro-thiophen-2-yl)-isoxazol-3-ylmethyl]-5-(1-isopropyl-piperidin-4-ylcarbamoyl)-2,4-dimethyl-1H-pyrrol-3-yl]-propionic acid). RXN SMILES: C[O:2][C:3](=[O:37])[CH2:4][CH2:5][C:6]1[C:10]([CH3:11])=[C:9]([C:12](=[O:23])[NH:13][CH:14]2[CH2:19][CH2:18][N:17]([CH:20]([CH3:22])[CH3:21])[CH2:16][CH2:15]2)[N:8]([CH2:24][C:25]2[CH:29]=[C:28]([C:30]3[S:31][C:32]([Cl:35])=[CH:33][CH:34]=3)[O:27][N:26]=2)[C:7]=1[CH3:36].Cl>CO>[Cl:35][C:32]1[S:31][C:30]([C:28]2[O:27][N:26]=[C:25]([CH2:24][N:8]3[C:9]([C:12](=[O:23])[NH:13][CH:14]4[CH2:15][CH2:16][N:17]([CH:20]([CH3:22])[CH3:21])[CH2:18][CH2:19]4)=[C:10]([CH3:11])[C:6]([CH2:5][CH2:4][C:3]([OH:37])=[O:2])=[C:7]3[CH3:36])[CH:29]=2)=[CH:34][CH:33]=1. Procedure: To 34 mg (0.06 mmol) of 3-[1-[5-(5-chloro-thiophen-2-yl)-isoxazol-3-ylmethyl]-5-(1-isopropyl-piperidin-4-ylcarbamoyl)-2,4-dimethyl-1H-pyrrol-3-yl]-propionic acid methyl ester in MeOH (4 mL) 1 M aqueous LiOH-solution (0.3 mL) was added and the resulting mixture was stirred at 60° C. for 5 h. The mixture was acidified by the addition of a 1 M HCl-solution (pH 5) and concentrated under reduced pressure. Final purification by preparative HPLC(CH3CN/H2O gradient+0.05% formic acid) gave pure 3-[1-[5-(... Reactants: O=C(NCc1cccnc1)c1ccc2c(c1)ncn2-c1cccc(Br)c1, N#Cc1ccc(B(O)O)cc1, c1ccc(P(c2ccccc2)(c2ccccc2)[Pd](P(c2ccccc2)(c2ccccc2)c2ccccc2)(P(c2ccccc2)(c2ccccc2)c2ccccc2)P(c2ccccc2)(c2ccccc2)c2ccccc2)cc1. Yields the product N#Cc1ccc(-c2cccc(-n3cnc4cc(C(=O)NCc5cccnc5)ccc43)c2)cc1. As a reaction SMILES: [Br:1][c:2]1[cH:3][c:4](-[n:8]2[cH:9][n:10][c:11]3[c:12]2[cH:13][cH:14][c:15]([C:17](=[O:18])[NH:19][CH2:20][c:21]2[cH:22][n:23][cH:24][cH:25][cH:26]2)[cH:16]3)[cH:5][cH:6][cH:7]1.[C:27](#[N:28])[c:29]1[cH:30][cH:31][c:32]([B:35]([OH:36])[OH:37])[cH:33][cH:34]1.[cH:38]1[cH:39][cH:40][c:41]([P:42]([Pd:43]([P:44]([c:45]2[cH:46][cH:47][cH:48][cH:49][cH:50]2)([c:51]2[cH:52][cH:53][cH:54][cH:55][cH:56]2)[c:57]2[cH:58][cH:59][cH:60][cH:61][cH:62]2)([P:63]([c:64]2[cH:65][cH:66][cH:67][cH:68][cH:69]2)([c:70]2[cH:71][cH:72][cH:73][cH:74][cH:75]2)[c:76]2[cH:77][cH:78][cH:79][cH:80][cH:81]2)[P:82]([c:83]2[cH:84][cH:85][cH:86][cH:87][cH:88]2)([c:89]2[cH:90][cH:91][cH:92][cH:93][cH:94]2)[c:95]2[cH:96][cH:97][cH:98][cH:99][cH:100]2)([c:101]2[cH:102][cH:103][cH:104][cH:105][cH:106]2)[c:107]2[cH:108][cH:109][cH:110][cH:111][cH:112]2)[cH:113][cH:114]1>>[c:2]1(-[c:32]2[cH:31][cH:30][c:29]([C:27]#[N:28])[cH:34][cH:33]2)[cH:3][c:4](-[n:8]2[cH:9][n:10][c:11]3[c:12]2[cH:13][cH:14][c:15]([C:17](=[O:18])[NH:19][CH2:20][c:21]2[cH:22][n:23][cH:24][cH:25][cH:26]2)[cH:16]3)[cH:5][cH:6][cH:7]1.